From a dataset of the Open Reaction Database (ORD), a public repository of structured organic reaction records. describe an organic reaction: reactants, conditions, products, and yield Starting materials: OCC(=O)[C@@H](O)[C@H](O)[C@H](O)CO (fructose), O=C[C@H](O)[C@@H](O)[C@H](O)[C@H](O)CO (glucose). Yields the product O=C[C@H](O)[C@@H](O)[C@H](O)CO (Xylose). Reaction SMILES: [OH:1][CH2:2][C:3]([C@H:5]([C@@H:7]([C@@H:9](CO)[OH:10])[OH:8])[OH:6])=[O:4].O=C[C@@H]([C@H]([C@@H]([C@@H](CO)O)O)O)O>>[O:1]=[CH:2][C@@H:3]([C@H:5]([C@@H:7]([CH2:9][OH:10])[OH:8])[OH:6])[OH:4]. Reported procedure: Reference XI or XI mutein is produced and purified as described in Example I. The purified protein is adjusted to an average activity of 1.8-2.0 U/ml as determined by HPLC assay, and after precooling in a salt and ice bath, is mixed with glucose solution also precooled (400 g/l glucose, 25 mM maleic acid, 10 mM MgSO4 --H2O, 1 mM Fe++ (FeSO4.7H2O, pH 6.5) in a 1:1 ratio at 1° C. and distributed into 100 μl thin-walled glass micropipettes (Fisher Scientific, Pittsburgh, Pa.) which are flamed seale... Reactants: CN(C=O)C (dimethylformamide), [Cl-].[NH4+] (ammonium chloride), C(C)(C)[N-]C(C)C.[Li+] (Lithium diisopropylamide), BrC1=NC=CC=C1 (2-bromopyridine). Run in C1CCOC1 (THF), C1CCOC1 (THF). Conditions: time 2 hour. Yields the product BrC1=NC=CC=C1C=O (2-Bromo-3-formylpyridine). As a reaction SMILES: C([N-]C(C)C)(C)C.[Li+].[Br:9][C:10]1[CH:15]=[CH:14][CH:13]=[CH:12][N:11]=1.CN(C)[CH:18]=[O:19].[Cl-].[NH4+]>C1COCC1>[Br:9][C:10]1[C:15]([CH:18]=[O:19])=[CH:14][CH:13]=[CH:12][N:11]=1 |f:0.1,4.5|. Procedure: Lithium diisopropylamide (1.0M in THF, 12.6 mmol) is added to a stirring solution of 2-bromopyridine (2.0 g, 12.6 mmol) in THF (10 ml) at -78° under nitrogen. The resulting mixture is stirred at -78° for two hours followed by addition of dimethylformamide (12.6 mmol) in THF (5 ml) at -78°. The mixture is allowed to warm to 20°-25°, poured into a saturated aqueous solution of ammonium chloride (100 ml), and extracted with ethyl acetate (3×50 ml). The organic phases are combined, dried over sodium... The reactants are CN(C)C=O, NC1CC1, COCCOc1cc2nccc(Oc3ccc(NC(=O)Oc4ccccc4)c(Cl)c3)c2cc1C(=O)OC, O. The product is COCCOc1cc2nccc(Oc3ccc(NC(=O)NC4CC4)c(Cl)c3)c2cc1C(=O)OC. RXN SMILES: [CH3:42][N:43]([CH3:44])[CH:45]=[O:46].[CH:38]1([NH2:41])[CH2:39][CH2:40]1.[Cl:1][c:2]1[cH:3][c:4]([O:5][c:6]2[cH:7][cH:8][n:9][c:10]3[cH:11][c:12]([O:20][CH2:21][CH2:22][O:23][CH3:24])[c:13]([C:16](=[O:17])[O:18][CH3:19])[cH:14][c:15]23)[cH:25][cH:26][c:27]1[NH:28][C:29]([O:31][c:30]1[cH:32][cH:33][cH:34][cH:35][cH:36]1)=[O:37].[OH2:47]>>[Cl:1][c:2]1[cH:3][c:4]([O:5][c:6]2[cH:7][cH:8][n:9][c:10]3[cH:11][c:12]([O:20][CH2:21][CH2:22][O:23][CH3:24])[c:13]([C:16](=[O:17])[O:18][CH3:19])[cH:14][c:15]23)[cH:25][cH:26][c:27]1[NH:28][C:29](=[O:31])[NH:41][CH:38]1[CH2:39][CH2:40]1. Starting materials: COC=1C=C(C=CC1OC)N1NC(C(C1)(C)CO)=O (1-(3,4-dimethoxyphenyl)-4-hydroxymethyl-4-methyl-3-pyrazolidinone), C1=CC=C2C(=C1)C(=O)OS2(=O)=O (2-sulfobenzoic acid cyclic anhydride). Solvent: O1CCCC1 (tetrahydrofuran). Product: S(=O)(=O)(O)C1=C(C(=O)OCC2(C(NN(C2)C2=CC(=C(C=C2)OC)OC)=O)C)C=CC=C1 ({1-(3,4-dimethoxyphenyl)-4-methyl-3-oxo-pyrazolidin-4-yl}methyl 2-sulfobenzoate). Yield: 54.9%. Reaction SMILES: [CH3:1][O:2][C:3]1[CH:4]=[C:5]([N:11]2[CH2:15][C:14]([CH2:17][OH:18])([CH3:16])[C:13](=[O:19])[NH:12]2)[CH:6]=[CH:7][C:8]=1[O:9][CH3:10].[CH:20]1[CH:25]=[C:24]2[C:26]([O:28][S:29](=[O:31])(=[O:30])[C:23]2=[CH:22][CH:21]=1)=[O:27]>O1CCCC1>[S:29]([C:23]1[CH:22]=[CH:21][CH:20]=[CH:25][C:24]=1[C:26]([O:18][CH2:17][C:14]1([CH3:16])[CH2:15][N:11]([C:5]2[CH:6]=[CH:7][C:8]([O:9][CH3:10])=[C:3]([O:2][CH3:1])[CH:4]=2)[NH:12][C:13]1=[O:19])=[O:27])([OH:31])(=[O:30])=[O:28]. Procedure details: To a suspension of {1-(3,4-dimethoxyphenyl)-4-hydroxymethyl-4-methyl-3-pyrazolidinone (1.0 g, 3.76 mmol) in dry tetrahydrofuran (20 ml) was added 2-sulfobenzoic acid cyclic anhydride (0.69 g, 3.76 mmol), in a single portion at room temperature with stirring. The reaction medium was heated to reflux under nitrogen for 24 hours until complete dissolution was observed. The mixture was cooled in a ice/water bath and the solid was recovered by filtration and washed with acetonitrile. After drying und...